From a dataset of the Open Reaction Database (ORD), a public repository of structured organic reaction records. describe an organic reaction: reactants, conditions, products, and yield Product: COC(C=1C(C(=O)OC)=CC(=CC1)F)=O (Dimethyl-4-fluorophthalate). Run at time 4 hour. RXN SMILES: Br[CH:2]1[CH2:11][C:6]([C:7]([O:9][CH3:10])=[O:8])=[C:5]([C:12]([O:14][CH3:15])=[O:13])[CH2:4][CH:3]1[F:16]>C(Cl)Cl>[CH3:10][O:9][C:7](=[O:8])[C:6]1[C:5](=[CH:4][C:3]([F:16])=[CH:2][CH:11]=1)[C:12]([O:14][CH3:15])=[O:13]. The solvent is C(Cl)Cl (methylene chloride). Reported procedure: Dimethyl 5-bromo-4-fluoro-3,4,5,6-tetrahydrophthalate was dissolved in methylene chloride and stirred over basic alumina for 4 hours. An aliquot was removed and the major product shown to be dimethyl 4-fluorophthalate by GC analysis. Starting materials: BrC1C(CC(=C(C(=O)OC)C1)C(=O)OC)F (Dimethyl 5-bromo-4-fluoro-3,4,5,6-tetrahydrophthalate). The reactants are [Na] (sodium), OC(CCCCC)C=1C=C(OCC=2C=C(C=CC2)C=2N=NNN2)C=CC1 (5[3-[3-(1-hydroxyhexyl)phenoxymethyl]phenyl]-2H-tetrazole), BrCC(=O)OCC (ethyl bromoacetate). The solvent is C(C)O (ethanol). The product is OC(CCCCC)C=1C=C(OCC=2C=C(C=CC2)C=2N=NN(N2)CC(=O)OCC)C=CC1 (5-[3-[3-(1-Hydroxyhexyl)phenoxymethyl]phenyl]-2-carbethoxymethyl-2H-tetrazole). Yield: 85.7%. RXN SMILES: [Na].[OH:2][CH:3]([C:9]1[CH:10]=[C:11]([CH:25]=[CH:26][CH:27]=1)[O:12][CH2:13][C:14]1[CH:15]=[C:16]([C:20]2[N:21]=[N:22][NH:23][N:24]=2)[CH:17]=[CH:18][CH:19]=1)[CH2:4][CH2:5][CH2:6][CH2:7][CH3:8].Br[CH2:29][C:30]([O:32][CH2:33][CH3:34])=[O:31]>C(O)C>[OH:2][CH:3]([C:9]1[CH:10]=[C:11]([CH:25]=[CH:26][CH:27]=1)[O:12][CH2:13][C:14]1[CH:15]=[C:16]([C:20]2[N:21]=[N:22][N:23]([CH2:29][C:30]([O:32][CH2:33][CH3:34])=[O:31])[N:24]=2)[CH:17]=[CH:18][CH:19]=1)[CH2:4][CH2:5][CH2:6][CH2:7][CH3:8] |^1:0|. Reported procedure: To a solution of 0.3 g of sodium in 60 ml of ethanol was added 4.3 g of 5[3-[3-(1-hydroxyhexyl)phenoxymethyl]phenyl]-2H-tetrazole and 2.0 g of ethyl bromoacetate. The mixture was refluxed for 18 hours. The solvent was evaporated and the residue was partitioned between ether and water. The ether layer was dried and evaporated to give 4.5 g of a viscous oil. This was passed through a short silica gel column and eluted with chloroform:methanol (4:1). The product (2.3 g) was obtained as a light ambe... RXN SMILES: [Cl:1][CH2:2][CH2:3][CH2:4][CH2:5][C:6]1([CH2:16][CH3:17])[C:14]2[C:9](=[CH:10][CH:11]=[CH:12][CH:13]=2)[NH:8][C:7]1=[O:15].[F:18][C:19]1[CH:20]=[C:21]([N:25]2[CH2:30][CH2:29][NH:28][CH2:27][CH2:26]2)[CH:22]=[CH:23][CH:24]=1>>[ClH:1].[CH2:16]([C:6]1([CH2:5][CH2:4][CH2:3][CH2:2][N:28]2[CH2:27][CH2:26][N:25]([C:21]3[CH:22]=[CH:23][CH:24]=[C:19]([F:18])[CH:20]=3)[CH2:30][CH2:29]2)[C:14]2[C:9](=[CH:10][CH:11]=[CH:12][CH:13]=2)[NH:8][C:7]1=[O:15])[CH3:17] |f:2.3|. Reported procedure: The title compound is prepared according to process H by applying processing method 2 starting from 3-(4-chlorobutyl)-3-ethyl-1,3-di-hydro-2H-indol-2-one and 1-(3-fluorophenyl)-piperazine. The product is Cl.C(C)C1(C(NC2=CC=CC=C12)=O)CCCCN1CCN(CC1)C1=CC(=CC=C1)F (3-Ethyl-3-{4-[4-(3-fluorophenyl)-piperazin-1-yl]-butyl}-1,3-dihydro-2H-indol-2-one monohydro-chloride). Reactants: ClCCCCC1(C(NC2=CC=CC=C12)=O)CC (3-(4-chlorobutyl)-3-ethyl-1,3-di-hydro-2H-indol-2-one), FC=1C=C(C=CC1)N1CCNCC1 (1-(3-fluorophenyl)-piperazine). The reactants are OC1CCN(Cc2ccccc2)CC1, Cc1ccccc1, [H-], COC(=O)c1ccc(N)cc1, [Na+], O. The product is Nc1ccc(C(=O)OC2CCN(Cc3ccccc3)CC2)cc1. As a reaction SMILES: [CH2:1]([c:2]1[cH:3][cH:4][cH:5][cH:6][cH:7]1)[N:8]1[CH2:9][CH2:10][CH:11]([OH:14])[CH2:12][CH2:13]1.[CH3:29][c:30]1[cH:31][cH:32][cH:33][cH:34][cH:35]1.[H-:16].[NH2:17][c:18]1[cH:19][cH:20][c:21]([C:22](=[O:23])[O:24][CH3:25])[cH:26][cH:27]1.[Na+:15].[OH2:28]>>[CH2:1]([c:2]1[cH:3][cH:4][cH:5][cH:6][cH:7]1)[N:8]1[CH2:9][CH2:10][CH:11]([O:14][C:22]([c:21]2[cH:20][cH:19][c:18]([NH2:17])[cH:27][cH:26]2)=[O:23])[CH2:12][CH2:13]1.